Dataset: the Open Reaction Database (ORD), a public repository of structured organic reaction records. Task: describe an organic reaction: reactants, conditions, products, and yield Reactants: O=C(O)c1cccc(Oc2ccccc2)c1, O=Cc1cccc(Oc2ccccc2)c1. Product: OCc1cccc(Oc2ccccc2)c1. Reaction SMILES: [O:16]([c:17]1[cH:18][c:19]([C:23]([OH:24])=[O:25])[cH:20][cH:21][cH:22]1)[c:26]1[cH:27][cH:28][cH:29][cH:30][cH:31]1.[O:1]([c:2]1[cH:3][cH:4][cH:5][cH:6][cH:7]1)[c:8]1[cH:9][c:10]([CH:11]=[O:12])[cH:13][cH:14][cH:15]1>>[O:1]([c:2]1[cH:3][cH:4][cH:5][cH:6][cH:7]1)[c:8]1[cH:9][c:10]([CH2:11][OH:12])[cH:13][cH:14][cH:15]1. Starting materials: C(CCC)NC1=NC(=C(C=C1C(=O)OCC)C#N)C (2-butylamino-5-cyano-6-methyl-3-pyridine-carboxylic acid, ethyl ester), [Se](=O)=O (selenium dioxide). Run in CCOCC (ether). Yields the product C(CCC)NC1=NC(=C(C=C1C(=O)OCC)C#N)C=O (2-Butylamino-5-cyano-6-formyl-3-pyridine-carboxylic acid, ethyl ester). RXN SMILES: [CH2:1]([NH:5][C:6]1[C:11]([C:12]([O:14][CH2:15][CH3:16])=[O:13])=[CH:10][C:9]([C:17]#[N:18])=[C:8]([CH3:19])[N:7]=1)[CH2:2][CH2:3][CH3:4].[Se](=O)=[O:21]>CCOCC>[CH2:1]([NH:5][C:6]1[C:11]([C:12]([O:14][CH2:15][CH3:16])=[O:13])=[CH:10][C:9]([C:17]#[N:18])=[C:8]([CH:19]=[O:21])[N:7]=1)[CH2:2][CH2:3][CH3:4]. Procedure details: 130.5 g of 2-butylamino-5-cyano-6-methyl-3-pyridine-carboxylic acid, ethyl ester (0.5 mol) are dissolved in 400 ml of diethyleneglycoldimethyl ether. 61.1 g of selenium dioxide are added and the mistrue is heated at reflux temperature for 1 hour. The mixture is filtered hot and evaporated to dryness. The resulting yellow oil of 2-butylamino-5-cyano-6-formyl-3-pyridine-carboxylic acid, ethyl ester is crystallized with diethyl ether. Yield 95 g (69%); m.p. 81°-83° C. (methanol). The reactants are BrC1=C(C=CC=C1)C1(CCC1)C(=O)Cl (1-(2-Bromophenyl)cyclobutanecarbonyl chloride), compound, N12CC(C(CC1)CC2)O (3-quinuclidinol). Yields the product Cl.BrC1=C(C=CC=C1)C1(CCC1)C(=O)OC1CN2CCC1CC2 (3-Quinuclidinyl 1-(2-bromophenyl)cyclobutanecarboxylate Hydrochloride). Reaction SMILES: [Br:1][C:2]1[CH:7]=[CH:6][CH:5]=[CH:4][C:3]=1[C:8]1([C:12]([Cl:14])=[O:13])[CH2:11][CH2:10][CH2:9]1.[N:15]12[CH2:22][CH2:21][CH:18]([CH2:19][CH2:20]1)[CH:17]([OH:23])[CH2:16]2>>[ClH:14].[Br:1][C:2]1[CH:7]=[CH:6][CH:5]=[CH:4][C:3]=1[C:8]1([C:12]([O:23][CH:17]2[CH:18]3[CH2:21][CH2:22][N:15]([CH2:20][CH2:19]3)[CH2:16]2)=[O:13])[CH2:11][CH2:10][CH2:9]1 |f:2.3|. Procedure details: The title compound was prepared in an analogous manner to that in Example 36. 1-(2-Bromophenyl)cyclobutanecarbonyl chloride, prepared from the compound prepared in Example 9, was reacted with 3-quinuclidinol at 75° C. overnight. The crude was chromatographed on silica gel using EtOAc-Et3N 90:10 as eluent. The yield was 0.2 g (6%); mp 194-200° C.; 1H NMR (CD3OD) δ 1.47-1.74 (m, 2H), 1.82-2.50 (m, 3H), 2.18-2.35 (m, 2H), 2.54-2.71 (m, 2H), 2.79-2.97 (m, 3H), 3.11-3.27 (m, 4H), 3.67-3.75 (m, 1H), 5... Reactants: C[Si](C)(C)[N-][Si](C)(C)C.[K+] (potassium bis(trimethylsilyl)amide), FC=1C=CC(=NC1)N (5-fluoropyridin-2-amine), C(#N)C=1C=C(C(=O)OC)C=C(C1)OC=1C=NC=NC1 (methyl 3-cyano-5-(pyrimidin-5-yloxy)benzoate). Solvent: C1CCOC1 (THF), C1CCOC1 (THF). Conditions: time 5 minute. Product: C(#N)C=1C=C(C(=O)NC2=NC=C(C=C2)F)C=C(C1)OC=1C=NC=NC1 (3-cyano-N-(5-fluoropyridin-2-yl)-5-(pyrimidin-5-yloxy)benzamide). The yield is 6.7%. As a reaction SMILES: [F:1][C:2]1[CH:3]=[CH:4][C:5]([NH2:8])=[N:6][CH:7]=1.C[Si]([N-][Si](C)(C)C)(C)C.[K+].[C:19]([C:21]1[CH:22]=[C:23]([CH:28]=[C:29]([O:31][C:32]2[CH:33]=[N:34][CH:35]=[N:36][CH:37]=2)[CH:30]=1)[C:24](OC)=[O:25])#[N:20]>C1COCC1>[C:19]([C:21]1[CH:22]=[C:23]([CH:28]=[C:29]([O:31][C:32]2[CH:37]=[N:36][CH:35]=[N:34][CH:33]=2)[CH:30]=1)[C:24]([NH:8][C:5]1[CH:4]=[CH:3][C:2]([F:1])=[CH:7][N:6]=1)=[O:25])#[N:20] |f:1.2|. Procedure details: 5-fluoropyridin-2-amine (4.2 mg, 0.037 mmol, 1.2 eq) was dissolved in THF (0.20 mL), and potassium bis(trimethylsilyl)amide (13 mg, 0.066 mmol, 2.1 eq) was added. The reaction was stirred at rt for 5 minutes. Compound 9 (8.0 mg, 0.031 mmol, 1.0 eq) was dissolved in THF (0.20 mL) and added to the reaction mixture. The reaction was stirred at rt for 30 minutes, dried on air concentrator, and purified by reverse-phase preparatory HPLC to afford 0.7 mg (10%) of the title compound as a mono-TFA salt:... Starting materials: ClC=1C=C(C(=O)OO)C=CC1 (3-chloroperoxybenzoic acid), ClC1=C(OC=2C=CC(=C(OC3=C(OCC(=O)OC)C=CC=C3)C2)[N+](=O)[O-])C=CC(=C1)SC (methyl {o-{5-[2-chloro-4-(methylthio)phenoxy]-2-nitrophenoxy}phenoxy}acetate), C(C)(=O)OCC (ethyl acetate). Run in C(Cl)Cl (methylene chloride). Conditions: time 8 hour. Yields the product ClC1=C(OC=2C=CC(=C(OC3=C(OCC(=O)OC)C=CC=C3)C2)[N+](=O)[O-])C=CC(=C1)S(=O)C (Methyl {o-{5-[2-chloro-4-(methylsulfinyl)phenoxy]-2-nitrophenoxy}phenoxy}acetate). The yield is 58.7%. RXN SMILES: [Cl:1][C:2]1[CH:30]=[C:29]([S:31][CH3:32])[CH:28]=[CH:27][C:3]=1[O:4][C:5]1[CH:6]=[CH:7][C:8]([N+:24]([O-:26])=[O:25])=[C:9]([CH:23]=1)[O:10][C:11]1[CH:22]=[CH:21][CH:20]=[CH:19][C:12]=1[O:13][CH2:14][C:15]([O:17][CH3:18])=[O:16].ClC1C=C(C=CC=1)C(OO)=[O:38].C(OCC)(=O)C>C(Cl)Cl>[Cl:1][C:2]1[CH:30]=[C:29]([S:31]([CH3:32])=[O:38])[CH:28]=[CH:27][C:3]=1[O:4][C:5]1[CH:6]=[CH:7][C:8]([N+:24]([O-:26])=[O:25])=[C:9]([CH:23]=1)[O:10][C:11]1[CH:22]=[CH:21][CH:20]=[CH:19][C:12]=1[O:13][CH2:14][C:15]([O:17][CH3:18])=[O:16]. Reported procedure: A solution of methyl {o-{5-[2-chloro-4-(methylthio)phenoxy]-2-nitrophenoxy}phenoxy}acetate (4.30 g, 0.009 mol) in methylene chloride is cooled to 0° C. and treated with 3-chloroperoxybenzoic acid (1.73 g, 0.010 mol). The reaction mixture is warmed to room temperature, stirred overnight, quenched with triethylamine (1.4 mL) and concentrated in vacuo. The residue is dissolved into ethyl acetate and the organic solution is washed sequentially with water and 2 N hydrochloric acid, dried over anhydro... Reactants: C1=CC(=CC=C1CC2=CC=C(C=C2)F)F (4,4'-difluorodiphenylmethane), C1(=CC=CC=C1)C (toluene), OS(=O)(=O)O (H2SO4), OS(=O)(=O)O (H2SO4). Reagents/catalysts: O=[Mn]=O (MnO2). Run in O (water), O (water), O (water). Run at temperature 125 celsius. Yields the product FC1=CC=C(C(=O)C2=CC=C(C=C2)F)C=C1 (4,4'-difluorobenzophenone). The yield is 69.2%. Reaction SMILES: [CH:1]1[C:6]([CH2:7][C:8]2[CH:13]=[CH:12][C:11]([F:14])=[CH:10][CH:9]=2)=[CH:5][CH:4]=[C:3]([F:15])[CH:2]=1.[OH:16]S(O)(=O)=O.C1(C)C=CC=CC=1>O.O=[Mn]=O>[F:15][C:3]1[CH:2]=[CH:1][C:6]([C:7]([C:8]2[CH:13]=[CH:12][C:11]([F:14])=[CH:10][CH:9]=2)=[O:16])=[CH:5][CH:4]=1. Procedure details: To a 250 mL round bottomed flask equipped with a heating mantle, overhead agitator, thermometer, condenser, and addition funnel with a tube protruding below the liquid level was added 10.6 g 4,4'-difluorodiphenylmethane (0.051 moles). Agitation was begun and a slurry of 20.5 g MnO2 (0.195 moles) in 30 g water was added to the flask. About 30 g of water were used to wash the MnO2 beaker and were added to the flask. The mixture was allowed to reach about 100° C. at which point 50 g H2SO4 (0.487 mo... Starting materials: ClCC(C)=O (Chloroacetone), BrC=1C(=C(C=CC1F)[N+](=O)[O-])O (3-bromo-4-fluoro-2-hydroxy-1-nitrobenzene), C([O-])([O-])=O.[K+].[K+] (Potassium carbonate), [I-].[K+] (potassium iodide). Run in CC(=O)C (acetone). Yields the product BrC1=C(OCC(C)=O)C(=CC=C1F)[N+](=O)[O-] (1-(2-Bromo-3-fluoro-6-nitrophenoxy)-propan-2-one). Reaction SMILES: Cl[CH2:2][C:3](=[O:5])[CH3:4].[Br:6][C:7]1[C:8]([OH:17])=[C:9]([N+:14]([O-:16])=[O:15])[CH:10]=[CH:11][C:12]=1[F:13].C(=O)([O-])[O-].[K+].[K+].[I-].[K+]>CC(C)=O>[Br:6][C:7]1[C:12]([F:13])=[CH:11][CH:10]=[C:9]([N+:14]([O-:16])=[O:15])[C:8]=1[O:17][CH2:2][C:3](=[O:5])[CH3:4] |f:2.3.4,5.6|. Procedure: Chloroacetone (3.8 g, 3.3 ml, 41 mmol) was added dropwise to a solution of 3-bromo-4-fluoro-2-hydroxy-1-nitrobenzene (4.3 g, 18.2 mmol) in acetone (54 ml) with stirring at ambient temperature. Potassium carbonate (5.8 g, 42 mmol) and potassium iodide (6.0 g, 36.4 mmol), were added and the reaction mixture was heated to reflux temperature for 2 hours. The reaction mixture was then cooled to room temperature, poured onto water (100 ml), and extracted three times with ethyl acetate (150 ml). The co... The reactants are Cc1nc(C(=O)N2CCCC2CNc2ncc(Br)cn2)c(-c2ccc(F)cc2)s1, Cc1ccccc1, CN(C)C=O, I[Cu]I, O=C([O-])C(F)(F)F, [K+]. Yields the product Cc1nc(C(=O)N2CCCC2CNc2ncc(C(F)(F)F)cn2)c(-c2ccc(F)cc2)s1. As a reaction SMILES: [Br:1][c:2]1[cH:3][n:4][c:5]([NH:8][CH2:9][CH:10]2[N:11]([C:15](=[O:16])[c:17]3[n:18][c:19]([CH3:29])[s:20][c:21]3-[c:22]3[cH:23][cH:24][c:25]([F:28])[cH:26][cH:27]3)[CH2:12][CH2:13][CH2:14]2)[n:6][cH:7]1.[CH3:38][c:39]1[cH:40][cH:41][cH:42][cH:43][cH:44]1.[CH3:45][N:46]([CH3:47])[CH:48]=[O:49].[Cu:50]([I:51])[I:52].[F:30][C:31]([C:32]([O-:33])=[O:34])([F:35])[F:36].[K+:37]>>[c:2]1([C:31]([F:30])([F:35])[F:36])[cH:3][n:4][c:5]([NH:8][CH2:9][CH:10]2[N:11]([C:15](=[O:16])[c:17]3[n:18][c:19]([CH3:29])[s:20][c:21]3-[c:22]3[cH:23][cH:24][c:25]([F:28])[cH:26][cH:27]3)[CH2:12][CH2:13][CH2:14]2)[n:6][cH:7]1. Reactants: CO, [Cl-], [Fe], O=[N+]([O-])c1ccc(-c2nc3ccncc3o2)cc1, [NH4+], O. Yields the product Nc1ccc(-c2nc3ccncc3o2)cc1. RXN SMILES: [CH3:23][OH:24].[Cl-:19].[Fe:22].[N+:1]([O-:2])(=[O:3])[c:4]1[cH:5][cH:6][c:7](-[c:10]2[o:11][c:12]3[cH:13][n:14][cH:15][cH:16][c:17]3[n:18]2)[cH:8][cH:9]1.[NH4+:20].[OH2:21]>>[NH2:1][c:4]1[cH:5][cH:6][c:7](-[c:10]2[o:11][c:12]3[cH:13][n:14][cH:15][cH:16][c:17]3[n:18]2)[cH:8][cH:9]1. The reactants are CC(C)(C)OC(=O)N1CCCC(c2ccccc2)C1c1nnc(C2CN(C(=O)OCc3ccccc3)C2)o1, CCO, [H][H]. Yields the product CC(C)(C)OC(=O)N1CCCC(c2ccccc2)C1c1nnc(C2CNC2)o1. Reaction SMILES: [CH2:1]([O:2][C:3](=[O:4])[N:11]1[CH2:12][CH:13]([c:15]2[n:16][n:17][c:18]([CH:20]3[N:21]([C:32](=[O:33])[O:34][C:35]([CH3:36])([CH3:37])[CH3:38])[CH2:22][CH2:23][CH2:24][CH:25]3[c:26]3[cH:27][cH:28][cH:29][cH:30][cH:31]3)[o:19]2)[CH2:14]1)[c:5]1[cH:6][cH:7][cH:8][cH:9][cH:10]1.[CH3:41][CH2:42][OH:43].[H:39][H:40]>>[NH:11]1[CH2:12][CH:13]([c:15]2[n:16][n:17][c:18]([CH:20]3[N:21]([C:32](=[O:33])[O:34][C:35]([CH3:36])([CH3:37])[CH3:38])[CH2:22][CH2:23][CH2:24][CH:25]3[c:26]3[cH:27][cH:28][cH:29][cH:30][cH:31]3)[o:19]2)[CH2:14]1.